This data is from the Open Reaction Database (ORD), a public repository of structured organic reaction records. The task is: describe an organic reaction: reactants, conditions, products, and yield The reactants are C1CCOC1, COC(=O)c1ccc(Cl)cc1NS(=O)(=O)c1cccc2nccnc12, Cl, [Li+], [OH-], O, O. RXN SMILES: [CH2:29]1[O:30][CH2:31][CH2:32][CH2:33]1.[CH3:4][O:5][C:6]([c:7]1[c:8]([NH:14][S:15](=[O:16])(=[O:17])[c:18]2[c:19]3[n:20][cH:21][cH:22][n:23][c:24]3[cH:25][cH:26][cH:27]2)[cH:9][c:10]([Cl:13])[cH:11][cH:12]1)=[O:28].[ClH:34].[Li+:2].[OH-:1].[OH2:35].[OH2:3]>>[O:5]=[C:6]([c:7]1[c:8]([NH:14][S:15](=[O:16])(=[O:17])[c:18]2[c:19]3[n:20][cH:21][cH:22][n:23][c:24]3[cH:25][cH:26][cH:27]2)[cH:9][c:10]([Cl:13])[cH:11][cH:12]1)[OH:28]. Yields the product O=C(O)c1ccc(Cl)cc1NS(=O)(=O)c1cccc2nccnc12. Conditions: temperature 90 celsius, time 16 hour. Product: CC(C)Oc4ccc3ccc(c2nc1ccccc1n2C)cc3c4. The reagents and catalysts are IPr. Reactants: COc2ccc1ccc(OC(C)C)cc1c2 (substrate), Cn2cnc1ccccc12 (effective_coupling_partner). Reaction SMILES: [NH2:1][CH2:2][CH2:3][CH2:4][CH2:5][CH2:6][CH2:7][C:8]([OH:10])=[O:9].S(O)(O)(=O)=O.CO[C:18](=[NH:20])[NH2:19].[Na]>CO.O>[NH:1]([CH2:2][CH2:3][CH2:4][CH2:5][CH2:6][CH2:7][C:8]([OH:10])=[O:9])[C:18]([NH2:20])=[NH:19] |f:1.2,^1:20|. Yield: 66.1%. Product: N(C(=N)N)CCCCCCC(=O)O (7-guanidinoheptanoic acid). Starting materials: NCCCCCCC(=O)O (7-aminoheptanoic acid), S(=O)(=O)(O)O.COC(N)=N (O-methylisourea sulfate), [Na] (sodium). Solvent: CO (methanol), O (water). Reported procedure: 50.0 g (0.344 mols) of 7-aminoheptanoic acid and 63.5 g (0.514 mol) of O-methylisourea sulfate were dissolved in 250 ml of 50% aqueous methanol (v/v). To the solution was added dropwise a solution of 34.3 g (0.858 mol) of sodium hdyroxide in 400 ml of water. Then, the mixture was heated overnight under reflux. The reaction mixture was concentrated to about a half volume under reduced pressure followed by cooling the concentrate to precipitate white crystals. The crystals were collected by filtra... Starting materials: N(C1=CC=CC=C1)C1=NS(C2=C1C=CC=C2)(=O)=O (3-anilino-1,2-benzisothiazole 1,1-dioxide), ClCCCN1CCN(CC1)C1=CC=C(C=C1)F (1-(3-chloropropyl)-4-(4-fluorophenyl)piperazine), C([O-])([O-])=O.[K+].[K+] (potassium carbonate). The reagents and catalysts are [Br-].C(CCC)[N+](CCCC)(CCCC)CCCC (tetrabutylammonium bromide). Run in CN(C=O)C (dimethylformamide). Run at temperature 20 celsius. Product: FC1=CC=C(C=C1)N1CCN(CC1)CCCN(C1=NS(C2=C1C=CC=C2)(=O)=O)C2=CC=CC=C2 (3-{{3-[4-(4-fluorophenyl)-1-piperazinyl]propyl}phenylamino}-1,2-benzisothiazole 1,1-dioxide). The yield is 24.3%. As a reaction SMILES: [NH:1]([C:8]1[C:12]2[CH:13]=[CH:14][CH:15]=[CH:16][C:11]=2[S:10](=[O:18])(=[O:17])[N:9]=1)[C:2]1[CH:7]=[CH:6][CH:5]=[CH:4][CH:3]=1.Cl[CH2:20][CH2:21][CH2:22][N:23]1[CH2:28][CH2:27][N:26]([C:29]2[CH:34]=[CH:33][C:32]([F:35])=[CH:31][CH:30]=2)[CH2:25][CH2:24]1.C(=O)([O-])[O-].[K+].[K+]>[Br-].C([N+](CCCC)(CCCC)CCCC)CCC.CN(C)C=O>[F:35][C:32]1[CH:31]=[CH:30][C:29]([N:26]2[CH2:25][CH2:24][N:23]([CH2:22][CH2:21][CH2:20][N:1]([C:2]3[CH:7]=[CH:6][CH:5]=[CH:4][CH:3]=3)[C:8]3[C:12]4[CH:13]=[CH:14][CH:15]=[CH:16][C:11]=4[S:10](=[O:18])(=[O:17])[N:9]=3)[CH2:28][CH2:27]2)=[CH:34][CH:33]=1 |f:2.3.4,5.6|. Procedure: A mixture of 2.2 g of 3-anilino-1,2-benzisothiazole 1,1-dioxide, 2.1 g of 1-(3-chloropropyl)-4-(4-fluorophenyl)piperazine, 3.4 g of potassium carbonate, 1.1 g of tetrabutylammonium bromide and 25 cm3 of dimethylformamide is refluxed for 24 hours. The mixture is then cooled to a temperature of about 20° C. The filtrate is evaporated to dryness at 40° C. under reduced pressure (10 mm of mercury; 1.35 kPa). The residue is taken up in 20 cm3 of water and extracted with 75 cm3 of dichloromethane. The... Reactants: Cc1ccc([N+](=O)[O-])c(Br)c1C, [Na+], O=C([O-])O, CN(C)C=O, O. Yields the product Cc1ccc(N)c(Br)c1C. As a reaction SMILES: [Br:1][c:2]1[c:3]([N+:10]([O-:11])=[O:12])[cH:4][cH:5][c:6]([CH3:9])[c:7]1[CH3:8].[Na+:18].[O-:14][C:15]([OH:16])=[O:17].[O:19]=[CH:20][N:21]([CH3:22])[CH3:23].[OH2:13]>>[Br:1][c:2]1[c:3]([NH2:10])[cH:4][cH:5][c:6]([CH3:9])[c:7]1[CH3:8]. The reactants are ClC=1C(=C(C=CC1)S(=O)(=O)Cl)C (3-chloro-2-methylbenzenesulphonyl chloride), N1=CC=CC=C1 (pyridine), C(=O)(O)[O-].[Na+] (NaHCO3), NC=1C=C2N=CC=NC2=CC1 (6-aminoquinoxaline). Solvent: ClCCl (dichloromethane). Run at time 5 minute. Product: ClC=1C(=C(C=CC1)S(=O)(=O)NC=1C=C2N=CC=NC2=CC1)C (3-chloro-2-methyl-N-quinoxalin-6-yl-benzenesulfonamide). Yield: 87.0%. RXN SMILES: [Cl:1][C:2]1[C:3]([CH3:12])=[C:4]([S:8](Cl)(=[O:10])=[O:9])[CH:5]=[CH:6][CH:7]=1.N1C=CC=CC=1.[NH2:19][C:20]1[CH:21]=[C:22]2[C:27](=[CH:28][CH:29]=1)[N:26]=[CH:25][CH:24]=[N:23]2.C([O-])(O)=O.[Na+]>ClCCl>[Cl:1][C:2]1[C:3]([CH3:12])=[C:4]([S:8]([NH:19][C:20]2[CH:21]=[C:22]3[C:27](=[CH:28][CH:29]=2)[N:26]=[CH:25][CH:24]=[N:23]3)(=[O:10])=[O:9])[CH:5]=[CH:6][CH:7]=1 |f:3.4|. Procedure: To a solution of 3-chloro-2-methylbenzenesulphonyl chloride (147 mg, 0.651 mmol) in dichloromethane (4 mL) was added pyridine (125 μL, 1.55 mmol) and the mixture was stirred under N2 for 5 min, after which time 6-aminoquinoxaline (90 mg, 0.62 mmol) was added. The resulting mixture was stirred for 5 h at room temperature, then saturated NaHCO3 solution (10 mL) was added and the mixture was extracted into ethyl acetate (20 mL). The organic phase was washed with brine, dried (Na2SO4), filtered and ... Run in O1CCCC1 (tetrahydrofuran). RXN SMILES: [Si:1]([O:8][C@@H:9]([C@@H:11]1[C@@H:14]([C@H:15]([C:17]([OH:19])=[O:18])[CH3:16])[NH:13][C:12]1=[O:20])[CH3:10])([C:4]([CH3:7])([CH3:6])[CH3:5])([CH3:3])[CH3:2].[H-].[Na+].[Si](Cl)([C:26]([CH3:29])(C)[CH3:27])(C)C>O1CCCC1>[Si:1]([O:8][C@@H:9]([C@@H:11]1[C@@H:14]([C@H:15]([C:17]([OH:19])=[O:18])[CH3:16])[N:13]([CH2:15][C:17]([O:19][CH2:27][CH:26]=[CH2:29])=[O:18])[C:12]1=[O:20])[CH3:10])([C:4]([CH3:5])([CH3:6])[CH3:7])([CH3:3])[CH3:2] |f:1.2|. Conditions: temperature 20 celsius, time 20 minute. Reported procedure: (3S,4S)-3-[(1R)-1-t-Butyldimethylsilyloxyethyl]-4-[(1R)-1-carboxyethyl]-2-azetidinone (6 g) is dissolved in tetrahydrofuran (250 ml), and thereto is added 60% sodium hydride (0.796 g) at 10° C., and the mixture is stirred at 20° C. for 20 minutes. To the mixture is added t-butyldimethylsilyl chloride (3 g) at 10° C., and the mixture is stirred for 10 minutes, and concentrated under reduced pressure to the quarter volume thereof. The concentrated mixture is stirred at 20° C. for 20 minutes, and t... Yield: 143.4%. Starting materials: [H-].[Na+] (sodium hydride), [Si](C)(C)(C(C)(C)C)O[C@H](C)[C@H]1C(N[C@@H]1[C@@H](C)C(=O)O)=O ((3S,4S)-3-[(1R)-1-t-Butyldimethylsilyloxyethyl]-4-[(1R)-1-carboxyethyl]-2-azetidinone), [Si](C)(C)(C(C)(C)C)Cl (t-butyldimethylsilyl chloride). The product is [Si](C)(C)(C(C)(C)C)O[C@H](C)[C@H]1C(N([C@@H]1[C@@H](C)C(=O)O)CC(=O)OCC=C)=O ((3S,4S)-3-[(1R)-1-t-butyldimethylsilyloxyethyl]-4-[(1R)-1-carboxyethyl]-1-(allyloxycarbonylmethyl)-2-azetidinone). Reactants: CN(C1=CC=CC=C1)C (N,N-dimethylaniline), NC(=S)N (thiourea), BrCC(/C(/C(=O)OCC)=N/OCC1=C(C=CC=C1Cl)Cl)=O (Ethyl 4-bromo-(Z)-2-(2,6-dichlorobenzyloxyimino)-3-oxobutyrate). Run in C(C)O (ethanol). Product: NC=1SC=C(N1)/C(/C(=O)OCC)=N/OCC1=C(C=CC=C1Cl)Cl (Ethyl 2-(2-aminothiazol-4-yl)-(Z)-2-(2,6-dichlorobenzyloxyimino)acetate). Reaction SMILES: Br[CH2:2][C:3](=O)/[C:4](=[N:10]/[O:11][CH2:12][C:13]1[C:18]([Cl:19])=[CH:17][CH:16]=[CH:15][C:14]=1[Cl:20])/[C:5]([O:7][CH2:8][CH3:9])=[O:6].CN(C)C1C=CC=CC=1.[NH2:31][C:32]([NH2:34])=[S:33]>C(O)C>[NH2:34][C:32]1[S:33][CH:2]=[C:3](/[C:4](=[N:10]/[O:11][CH2:12][C:13]2[C:18]([Cl:19])=[CH:17][CH:16]=[CH:15][C:14]=2[Cl:20])/[C:5]([O:7][CH2:8][CH3:9])=[O:6])[N:31]=1. Procedure details: Ethyl 4-bromo-(Z)-2-(2,6-dichlorobenzyloxyimino)-3-oxobutyrate (7.2 g) was dissolved in ethanol (20 ml) and N,N-dimethylaniline (2.33 ml) and thiourea (1.4 g) added with stirring. After 18 h the title compound was filtered off, washed with ethanol and dried (4.9 g), m.p. 171°-2° C., νmax (KBr) 3423, 1722, 1619, 1529, 1284, 1188, 1021, and 995 cm-1, δH [(CD3)2SO]1.22 (3H, t), 4.33 (2H, q), 5.51 (2H, s), 6.96 (1H, s), 7.24 (2H, br s), and 7.54 (3H, m), [Mass spectrum: M+ (373/375)]. Starting materials: CCO, CN(C)C1C=Cc2ccccc2CC1. Yields the product CN(C)C1CCc2ccccc2CC1. As a reaction SMILES: [CH3:15][CH2:16][OH:17].[CH3:1][N:2]([CH:3]1[CH2:4][CH2:5][c:6]2[c:7]([cH:10][cH:11][cH:12][cH:13]2)[CH:8]=[CH:9]1)[CH3:14]>>[CH3:1][N:2]([CH:3]1[CH2:4][CH2:5][c:6]2[c:7]([cH:10][cH:11][cH:12][cH:13]2)[CH2:8][CH2:9]1)[CH3:14]. As a reaction SMILES: [Cl:2][CH:3]([CH3:4])[c:5]1[cH:6][c:7]2[c:8]([NH:17][c:18]3[c:19]([F:25])[c:20]([Cl:24])[cH:21][cH:22][cH:23]3)[n:9][cH:10][n:11][c:12]2[cH:13][c:14]1[O:15][CH3:16].[ClH:1].[NH2:26][CH:27]1[C:28](=[O:32])[NH:29][CH2:30][CH2:31]1.[NH2:33][CH2:34][CH2:35][CH:36]([C:37](=[O:38])[OH:39])[NH2:40]>>[CH:3]([CH3:4])([c:5]1[cH:6][c:7]2[c:8]([NH:17][c:18]3[c:19]([F:25])[c:20]([Cl:24])[cH:21][cH:22][cH:23]3)[n:9][cH:10][n:11][c:12]2[cH:13][c:14]1[O:15][CH3:16])[NH:26][CH:27]1[C:28](=[O:32])[NH:29][CH2:30][CH2:31]1. The reactants are COc1cc2ncnc(Nc3cccc(Cl)c3F)c2cc1C(C)Cl, Cl, NC1CCNC1=O, NCCC(N)C(=O)O. Product: COc1cc2ncnc(Nc3cccc(Cl)c3F)c2cc1C(C)NC1CCNC1=O.